Dataset: the Open Reaction Database (ORD), a public repository of structured organic reaction records. Task: describe an organic reaction: reactants, conditions, products, and yield The reactants are C1CNCCN1, CCO, COC(=O)c1ccccc1NC(=O)CCl. The product is COC(=O)c1ccccc1NC(=O)CN1CCNCC1. RXN SMILES: [CH2:1]1[CH2:2][NH:3][CH2:4][CH2:5][NH:6]1.[CH3:22][CH2:23][OH:24].[Cl:7][CH2:8][C:9](=[O:10])[NH:11][c:12]1[c:13]([C:14](=[O:15])[O:16][CH3:17])[cH:18][cH:19][cH:20][cH:21]1>>[CH2:1]1[CH2:2][N:3]([CH2:8][C:9](=[O:10])[NH:11][c:12]2[c:13]([C:14](=[O:15])[O:16][CH3:17])[cH:18][cH:19][cH:20][cH:21]2)[CH2:4][CH2:5][NH:6]1. Reactants: CC=1[N+](=C(OC1C1=CC=CC=C1)C1=CC=CC=C1)[O-] (4-methyl-2,5-diphenyloxazole 3-oxide), P(=O)(Cl)(Cl)Cl (phosphorus oxychloride), solid, [NH4+].[OH-] (NH4OH). The solvent is C(Cl)(Cl)Cl (chloroform), C(Cl)(Cl)Cl (chloroform). Conditions: temperature 65 celsius, time 4 hour. Product: ClCC=1N=C(OC1C1=CC=CC=C1)C1=CC=CC=C1 (4-(Chloromethyl)-2,5-diphenyloxazole). As a reaction SMILES: [CH3:1][C:2]1[N+:3]([O-])=[C:4]([C:13]2[CH:18]=[CH:17][CH:16]=[CH:15][CH:14]=2)[O:5][C:6]=1[C:7]1[CH:12]=[CH:11][CH:10]=[CH:9][CH:8]=1.P(Cl)(Cl)([Cl:22])=O.[NH4+].[OH-]>C(Cl)(Cl)Cl>[Cl:22][CH2:1][C:2]1[N:3]=[C:4]([C:13]2[CH:18]=[CH:17][CH:16]=[CH:15][CH:14]=2)[O:5][C:6]=1[C:7]1[CH:12]=[CH:11][CH:10]=[CH:9][CH:8]=1 |f:2.3|. Reported procedure: To a solution of 4-methyl-2,5-diphenyloxazole 3-oxide (395 mg, 1.57 mmol) in chloroform (2 mL) was added dropwise a solution of phosphorus oxychloride (265 mg, 161 μL, 1.73 mmol) in chloroform (2.00 mL) over a period of 10 min. The reaction mixture was stirred at 65° C. for 4 h and cooled to 0-5° C. At that temperature, NH4OH (25% aqueous solution, 10 mL) was added dropwise and the mixture was extracted with dichloromethane (3×40 mL). The combined organic phase was dried over MgSO4, filtered and... Reactants: C1(CC1)CCNC(=O)C=1N=NC(=CC1)Cl (6-chloropyridazine-3-carboxylic acid (2-cyclopropylethyl)amide), C1(CC1)CCCNC(=O)C=1N=NC(=CC1)Cl (6-chloropyridazine-3-carboxylic acid (3-cyclopropylpropyl)amide), FC1(C(N(C2=CC=CC=C12)C1CCNCC1)=O)F (3,3-difluoro-1-piperidin-4-yl-1,3-dihydroindol-2-one). The product is C1(CC1)CCNC(=O)C=1N=NC(=CC1)N1CCC(CC1)N1C(C(C2=CC=CC=C12)(F)F)=O (6-[4-(3,3-DIFLUORO-2-OXO-2,3-DIHYDROINDOL-1-YL)PIPERIDIN-1-YL]PYRIDAZINE-3-CARBOXYLIC ACID (2-CYCLOPROPYLETHYL)AMIDE). The yield is 77.0%. RXN SMILES: [CH:1]1([CH2:4][CH2:5][NH:6][C:7]([C:9]2[N:10]=[N:11][C:12](Cl)=[CH:13][CH:14]=2)=[O:8])[CH2:3][CH2:2]1.C1(CCCNC(C2N=NC(Cl)=CC=2)=O)CC1.[F:32][C:33]1([F:49])[C:41]2[C:36](=[CH:37][CH:38]=[CH:39][CH:40]=2)[N:35]([CH:42]2[CH2:47][CH2:46][NH:45][CH2:44][CH2:43]2)[C:34]1=[O:48]>>[CH:1]1([CH2:4][CH2:5][NH:6][C:7]([C:9]2[N:10]=[N:11][C:12]([N:45]3[CH2:46][CH2:47][CH:42]([N:35]4[C:36]5[C:41](=[CH:40][CH:39]=[CH:38][CH:37]=5)[C:33]([F:32])([F:49])[C:34]4=[O:48])[CH2:43][CH2:44]3)=[CH:13][CH:14]=2)=[O:8])[CH2:3][CH2:2]1. Procedure details: Following the procedure as described in Example 2, making variations only as required to use 6-chloropyridazine-3-carboxylic acid (2-cyclopropylethyl)amide to replace 6-chloropyridazine-3-carboxylic acid (3-cyclopropylpropyl)amide to react with 3,3-difluoro-1-piperidin-4-yl-1,3-dihydroindol-2-one, the title compound was obtained as a white powder in 77% yield (0.075 g). 1H NMR (300 MHz, CDCl3) δ 8.06 (m, 2H), 7.56-7.53 (m, 1H), 7.42 (t, J=9.0 Hz, 1H), 7.21-7.04 (m, 2H), 6.88 (d, J=6.9 Hz, 1H), 4... Reactants: N1CCCC1 (pyrrolidine), BrC=1C=C(C=CC1)C1=C(SC2=NC(=CC(=C21)N(S(=O)(=O)C2=CC=CC=C2)COCC[Si](C)(C)C)C)C=2C=NN(C2)COCC[Si](C)(C)C (N-{3-(3-bromophenyl)-6-methyl-2-[1-({[2-(trimethylsilyl)ethyl]oxy}methyl)-1H-pyrazol-4-yl]thieno[2,3-b]pyridin-4-yl}-N-({[2-(trimethylsilyl)ethyl]oxy}methyl)benzenesulfonamide), C=1C=CC(=CC1)P(C=2C=CC=CC2)C3=CC=C4C=CC=CC4=C3C5=C6C=CC=CC6=CC=C5P(C=7C=CC=CC7)C=8C=CC=CC8 (BINAP), CC(C)([O-])C.[Na+] (sodium tert-butoxide), C(=O)(C(F)(F)F)O (TFA), C(=O)(C(F)(F)F)O (TFA), C(=O)(C(F)(F)F)O (TFA). Reagents/catalysts: C=1C=CC(=CC1)/C=C/C(=O)/C=C/C2=CC=CC=C2.C=1C=CC(=CC1)/C=C/C(=O)/C=C/C2=CC=CC=C2.C=1C=CC(=CC1)/C=C/C(=O)/C=C/C2=CC=CC=C2.[Pd].[Pd] (Pd2(dba)3). Solvent: C(Cl)Cl (DCM), C1(=CC=CC=C1)C (toluene). Conditions: temperature 120 celsius, time 24 hour. Yields the product CC1=CC(=C2C(=N1)SC(=C2C2=CC(=CC=C2)N2CCCC2)C=2C=NNC2)NS(=O)(=O)C2=CC=CC=C2 (N-{6-Methyl-2-(1H-pyrazol-4-yl)-3-[3-(1-pyrrolidinyl)phenyl]thieno[2,3-b]pyridin-4-yl}benzenesulfonamide). The yield is 35.5%. Reaction SMILES: Br[C:2]1[CH:3]=[C:4]([C:8]2[C:16]3[C:11](=[N:12][C:13]([CH3:35])=[CH:14][C:15]=3[N:17](COCC[Si](C)(C)C)[S:18]([C:21]3[CH:26]=[CH:25][CH:24]=[CH:23][CH:22]=3)(=[O:20])=[O:19])[S:10][C:9]=2[C:36]2[CH:37]=[N:38][N:39](COCC[Si](C)(C)C)[CH:40]=2)[CH:5]=[CH:6][CH:7]=1.C1C=CC(P(C2C(C3C(P(C4C=CC=CC=4)C4C=CC=CC=4)=CC=C4C=3C=CC=C4)=C3C(C=CC=C3)=CC=2)C2C=CC=CC=2)=CC=1.CC(C)([O-])C.[Na+].[NH:101]1[CH2:105][CH2:104][CH2:103][CH2:102]1.C(O)(C(F)(F)F)=O>C1(C)C=CC=CC=1.C(Cl)Cl.C1C=CC(/C=C/C(/C=C/C2C=CC=CC=2)=O)=CC=1.C1C=CC(/C=C/C(/C=C/C2C=CC=CC=2)=O)=CC=1.C1C=CC(/C=C/C(/C=C/C2C=CC=CC=2)=O)=CC=1.[Pd].[Pd]>[CH3:35][C:13]1[N:12]=[C:11]2[S:10][C:9]([C:36]3[CH:37]=[N:38][NH:39][CH:40]=3)=[C:8]([C:4]3[CH:5]=[CH:6][CH:7]=[C:2]([N:101]4[CH2:105][CH2:104][CH2:103][CH2:102]4)[CH:3]=3)[C:16]2=[C:15]([NH:17][S:18]([C:21]2[CH:26]=[CH:25][CH:24]=[CH:23][CH:22]=2)(=[O:20])=[O:19])[CH:14]=1 |f:2.3,8.9.10.11.12|. Procedure details: To a mixture of N-{3-(3-bromophenyl)-6-methyl-2-[1-({[2-(trimethylsilyl)ethyl]oxy}methyl)-1H-pyrazol-4-yl]thieno[2,3-b]pyridin-4-yl}-N-({[2-(trimethylsilyl)ethyl]oxy}methyl)benzenesulfonamide (Description 51) (485 mg, 0.617 mmol), BINAP (23.05 mg, 0.037 mmol), Pd2(dba)3 (11.30 mg, 0.012 mmol) and sodium tert-butoxide (178 mg, 1.851 mmol) in toluene (5 mL) was added pyrrolidine (0.102 mL, 1.234 mmol) and the mixture was heated at 120° C. for ca. 2 h. After cooling to RT, the mixture was passed th... Reactants: [Si](C)(C)(C(C)(C)C)OCCC1=CC(=CS1)C=O (5-(2-(tert-butyldimethylsilyloxy)ethyl)thiophene-3-carbaldehyde), FC(C(=O)O)(F)F.C(C)(C)C=1SC=C(N1)C(=O)N1CCOC2(C1)CCNCC2 ((2-Isopropylthiazol-4-yl)(1-oxa-4,9-diazaspiro[5.5]undecan-4-yl)methanone trifluoroacetate), C([O-])(O)=O.[Na+] (sodium bicarbonate), C(C)(=O)O[BH-](OC(C)=O)OC(C)=O.[Na+] (Sodium triacetoxyborohydride). Solvent: CN1C(CCC1)=O (N-methyl-2-pyrrolidinone), C(C)(=O)O (acetic acid), O (water). Reaction conditions: time 30 minute. Product: [Si](C)(C)(C(C)(C)C)OCCC1=CC(=CS1)CN1CCC2(CN(CCO2)C(=O)C=2N=C(SC2)C(C)C)CC1 ((9-((5-(2-(tert-butyldimethylsilyloxy)ethyl)thiophen-3-yl)methyl)-1-oxa-4,9-diazaspiro[5.5]undecan-4-yl)(2-isopropylthiazol-4-yl)methanone). Reaction SMILES: [Si:1]([O:8][CH2:9][CH2:10][C:11]1[S:15][CH:14]=[C:13]([CH:16]=O)[CH:12]=1)([C:4]([CH3:7])([CH3:6])[CH3:5])([CH3:3])[CH3:2].FC(F)(F)C(O)=O.[CH:25]([C:28]1[S:29][CH:30]=[C:31]([C:33]([N:35]2[CH2:40][C:39]3([CH2:45][CH2:44][NH:43][CH2:42][CH2:41]3)[O:38][CH2:37][CH2:36]2)=[O:34])[N:32]=1)([CH3:27])[CH3:26].C(O[BH-](OC(=O)C)OC(=O)C)(=O)C.[Na+].C(=O)(O)[O-].[Na+]>CN1CCCC1=O.C(O)(=O)C.O>[Si:1]([O:8][CH2:9][CH2:10][C:11]1[S:15][CH:14]=[C:13]([CH2:16][N:43]2[CH2:44][CH2:45][C:39]3([O:38][CH2:37][CH2:36][N:35]([C:33]([C:31]4[N:32]=[C:28]([CH:25]([CH3:26])[CH3:27])[S:29][CH:30]=4)=[O:34])[CH2:40]3)[CH2:41][CH2:42]2)[CH:12]=1)([C:4]([CH3:5])([CH3:6])[CH3:7])([CH3:2])[CH3:3] |f:1.2,3.4,5.6|. Procedure: 5-(2-(tert-butyldimethylsilyloxy)ethyl)thiophene-3-carbaldehyde (0.6 g) (example 278, step c) was added to (2-isopropylthiazol-4-yl)(1-oxa-4,9-diazaspiro[5.5]undecan-4-yl)methanone (0.94 g) (example 22, step b) in a mixture of N-methyl-2-pyrrolidinone (5 mL) and acetic acid (0.13 mL) and stirred for 30 min. Sodium triacetoxyborohydride (0.71 g) was then added and the mixture stirred overnight. The reaction was poured into water (100 mL), the pH was adjusted to 8 using saturated sodium bicarbonat... Reactants: COC([C@H](CCOC1=CC=CC=C1)NC(=O)OC(C)(C)C)=O ((S)-2-tert-butoxycarbonylamino-4-phenoxy-butyric acid methyl ester), FC(C(=O)O)(F)F (trifluoroacetic acid). Run in ClCCl (dichloromethane). Conditions: time 16 hour. Yields the product COC([C@H](CCOC1=CC=CC=C1)N)=O ((S)-2-Amino-4-phenoxy-butyric acid methyl ester). As a reaction SMILES: [CH3:1][O:2][C:3](=[O:22])[C@@H:4]([NH:14]C(OC(C)(C)C)=O)[CH2:5][CH2:6][O:7][C:8]1[CH:13]=[CH:12][CH:11]=[CH:10][CH:9]=1.FC(F)(F)C(O)=O>ClCCl>[CH3:1][O:2][C:3](=[O:22])[C@@H:4]([NH2:14])[CH2:5][CH2:6][O:7][C:8]1[CH:13]=[CH:12][CH:11]=[CH:10][CH:9]=1. Procedure: To a solution of (S)-2-tert-butoxycarbonylamino-4-phenoxy-butyric acid methyl ester (1.15 g) in dichloromethane (3 ml) was added under an argon atmosphere trifluoroacetic acid (4.2 ml). The mixture was stirred for 16 h. The mixture was concentrated. The residue was treated with sodium bicarbonate solution until the pH was basic and extracted with dichloromethane twice. The combined organic layers were dried (MgSO4) and evaporated. The product was used without purification for the next step, yell...